This data is from the Open Reaction Database (ORD), a public repository of structured organic reaction records. The task is: describe an organic reaction: reactants, conditions, products, and yield Reactants: NC1=CC(=NC2=CC=C(C=C12)NC(C)=O)C1=CC=C(C=C1)C1CCCCC1 (N-[4-Amino-2-(4-cyclohexylphenyl)-quinolin-6-yl]-acetamide), [OH-].[Na+] (NaOH). Run in Cl (HCl). Reaction conditions: temperature 95 celsius, time 18 hour. The product is C1(CCCCC1)C1=CC=C(C=C1)C1=NC2=CC=C(C=C2C(=C1)N)N (2-(4-Cyclohexylphenyl)-4,6-quinolinediamine). The yield is 87.5%. Reaction SMILES: [NH2:1][C:2]1[C:11]2[C:6](=[CH:7][CH:8]=[C:9]([NH:12]C(=O)C)[CH:10]=2)[N:5]=[C:4]([C:16]2[CH:21]=[CH:20][C:19]([CH:22]3[CH2:27][CH2:26][CH2:25][CH2:24][CH2:23]3)=[CH:18][CH:17]=2)[CH:3]=1.[OH-].[Na+]>Cl>[CH:22]1([C:19]2[CH:18]=[CH:17][C:16]([C:4]3[CH:3]=[C:2]([NH2:1])[C:11]4[C:6](=[CH:7][CH:8]=[C:9]([NH2:12])[CH:10]=4)[N:5]=3)=[CH:21][CH:20]=2)[CH2:23][CH2:24][CH2:25][CH2:26][CH2:27]1 |f:1.2|. Reported procedure: N-[4-Amino-2-(4-cyclohexylphenyl)-quinolin-6-yl]-acetamide (22 g) was placed in a 1 L flask to which 500 mL of 6 N HCl was added and the mixture heated with stirring to 95° C. for 18 hrs. After this time, the solution was cooled in ice and was then cautiously neutralized with concentrated NaOH solution, followed by adjustment to pH 9.5. The solution was then poured into a 2 L separatory funnel and extracted with ethyl acetate. The organic layer was then dried over Na2SO4, filtered and concentrat... Reactants: CS(=O)(=O)Cl (methanesulfonyl chloride), N1C(NCCCC1)=S (hexahydro-2H-1,3-diazepine-2-thione), ester, CC1=CC=C(S1)C(C1=CC=CC=C1)(O)C(=O)C(C1=CC=CC=C1)(C=1SC(=CC1)C)O (5-methyl-2-thienyl-α-hydroxybenzyl ketone), 5-methyl-2-thienyl-α-hydroxybenzyl ketone methanesulfonate ester. The solvent is C1(=CC=CC=C1)C (toluene), C1(=CC=CC=C1)C (toluene), C(C)N(CC)CC (triethylamine), O (water), CC(=O)C (acetone). Run at time 20 hour. Product: CC1=CC=C(S1)C1(C(SC=2N1CCCCN2)C2=CC=CC=C2)O (2,3,5,6,7,8-Hexahydro-3-(5-methyl-2-thienyl)-2-phenylthiazolo[3,2-a][1,3]diazepin-3-ol). As a reaction SMILES: CS(Cl)(=O)=O.CC1SC([C:12]([C:20]([C:22]([OH:35])([C:29]2[S:30][C:31]([CH3:34])=[CH:32][CH:33]=2)C2C=CC=CC=2)=O)(O)[C:13]2[CH:18]=[CH:17][CH:16]=[CH:15]C=2)=CC=1.[NH:36]1[CH2:42][CH2:41][CH2:40][CH2:39][NH:38][C:37]1=[S:43]>CC(C)=O.O.C1(C)C=CC=CC=1.C(N(CC)CC)C>[CH3:34][C:31]1[S:30][C:29]([C:22]2([OH:35])[N:38]3[CH2:39][CH2:40][CH2:41][CH2:42][N:36]=[C:37]3[S:43][CH:20]2[C:12]2[CH:13]=[CH:18][CH:17]=[CH:16][CH:15]=2)=[CH:33][CH:32]=1. Procedure details: A mixture of 1.71 ml. of methanesulfonyl chloride in 40 ml. of toluene is added dropwise to a stirred slurry of 4.65 g. of 5-methyl-2-thienyl-α-hydroxybenzyl ketone and 5.6 ml. of triethylamine in 40 ml. of toluene. The mixture is stirred 20 hours, water is added and the organic layer is separated, washed with water and concentrated to dryness. A 20 ml. portion of ether is added to the residue giving a solid which is collected, washed with ether and dried, giving 4.8 g. of 5-methyl-2-thienyl-α-h...